Dataset: the Open Reaction Database (ORD), a public repository of structured organic reaction records. Task: describe an organic reaction: reactants, conditions, products, and yield Reactants: NC=1SC=C(N1)C(C(=O)N[C@H]1[C@H]2SCC(=C(N2C1=O)C(=O)O)CSC1=NC=2N(C(=C1)C(F)(F)F)N=CC2C(N)=O)=O ((6R,7R)-7-(2-Amino-4-thiazoleglyoxylamido)-3-[[(3-carbamoyl-7-(trifluoromethyl)pyrazolo[1,5-a]pyrimidin-5-yl)-thio]methyl]-8-oxo-5-thia-1-azabicyclo[4.2.0]oct-2-ene-2-carboxylic acid), O(N)CS(=O)(=O)C=1C=C(C(O)=CC1)O (4-[[(aminoxy)methyl]-sulphonyl]pyrocatechol). Yields the product NC=1SC=C(N1)/C(/C(=O)N[C@H]1[C@H]2SCC(=C(N2C1=O)C(=O)O)CSC1=NC=2N(C(=C1)C(F)(F)F)N=CC2C(N)=O)=N/OCS(=O)(=O)C2=CC(=C(C=C2)O)O ((6R,7R)-7-[(Z)-2-(2-amino-4-thiazolyl)-2-[[[(3,4-dihydroxyphenyl)-sulphonyl]methoxy]imino]acetamido]-3-[[(3-carbamoyl-7-(tri-fluoromethyl)pyrazolo[1,5-a]pyrimidin-5-yl)thio]methyl]-8-oxo-5-thia-1-azabicyclo[4.2.0]oct-2-ene-2-carboxylic acid). As a reaction SMILES: [NH2:1][C:2]1[S:3][CH:4]=[C:5]([C:7](=O)[C:8]([NH:10][C@@H:11]2[C:18](=[O:19])[N:17]3[C@@H:12]2[S:13][CH2:14][C:15]([CH2:23][S:24][C:25]2[CH:30]=[C:29]([C:31]([F:34])([F:33])[F:32])[N:28]4[N:35]=[CH:36][C:37]([C:38](=[O:40])[NH2:39])=[C:27]4[N:26]=2)=[C:16]3[C:20]([OH:22])=[O:21])=[O:9])[N:6]=1.[O:42]([CH2:44][S:45]([C:48]1[CH:49]=[C:50]([OH:55])[C:51](=[CH:53][CH:54]=1)[OH:52])(=[O:47])=[O:46])[NH2:43]>>[NH2:1][C:2]1[S:3][CH:4]=[C:5](/[C:7](=[N:43]/[O:42][CH2:44][S:45]([C:48]2[CH:54]=[CH:53][C:51]([OH:52])=[C:50]([OH:55])[CH:49]=2)(=[O:46])=[O:47])/[C:8]([NH:10][C@@H:11]2[C:18](=[O:19])[N:17]3[C@@H:12]2[S:13][CH2:14][C:15]([CH2:23][S:24][C:25]2[CH:30]=[C:29]([C:31]([F:33])([F:32])[F:34])[N:28]4[N:35]=[CH:36][C:37]([C:38](=[O:40])[NH2:39])=[C:27]4[N:26]=2)=[C:16]3[C:20]([OH:22])=[O:21])=[O:9])[N:6]=1. Procedure: (6R,7R)-7-(2-Amino-4-thiazoleglyoxylamido)-3-[[(3-carbamoyl-7-(trifluoromethyl)pyrazolo[1,5-a]pyrimidin-5-yl)-thio]methyl]-8-oxo-5-thia-1-azabicyclo[4.2.0]oct-2-ene-2-carboxylic acid was reacted with 4-[[(aminoxy)methyl]-sulphonyl]pyrocatechol according to the procedure described in Example 7. After purification of the product with the chromatographic procedure in Example 7 and lyophilization of the product, there was obtained (6R,7R)-7-[(Z)-2-(2-amino-4-thiazolyl)-2-[[[(3,4-dihydroxyphenyl)-sul... Starting materials: CN(S(=O)(=O)N1C(=NC(=C1)C(C)C1=C(C(=CC=C1)F)F)[Si](C)(C)C(C)(C)C)C ((+)-2-(tert-Butyl-dimethyl-silanyl)-4-[1-(2,3-difluoro-phenyl)-ethyl]-imidazole-1-sulfonic acid dimethylamide), N (ammonia). Run in Cl (hydrochloric acid). Yields the product FC1=C(C=CC=C1F)C(C)C=1N=CNC1 (4-[1-(2,3-difluoro-phenyl)-ethyl]-1H-imidazole). The yield is 47.4%. As a reaction SMILES: CN(C)S([N:6]1[CH:10]=[C:9]([CH:11]([C:13]2[CH:18]=[CH:17][CH:16]=[C:15]([F:19])[C:14]=2[F:20])[CH3:12])[N:8]=[C:7]1[Si](C(C)(C)C)(C)C)(=O)=O.N>Cl>[F:20][C:14]1[C:15]([F:19])=[CH:16][CH:17]=[CH:18][C:13]=1[CH:11]([C:9]1[N:8]=[CH:7][NH:6][CH:10]=1)[CH3:12]. Procedure: (+)-2-(tert-Butyl-dimethyl-silanyl)-4-[1-(2,3-difluoro-phenyl)-ethyl]-imidazole-1-sulfonic acid dimethylamide (350 mg, 0.81 mmol) was dissolved in 10 ml 1.5N hydrochloric acid and refluxed for 1 h. The cooled solution was adjusted to pH>8 with 25% aqueous ammonia and the solution was extracted with dichloromethane (2 times). The combined organic layers are dried over MgSO4, filtered and concentrated. The residue was purified by flash chromatography (silica gel, dichloromethane/methanol/aqueous c... As a reaction SMILES: [BH3:32].[CH2:33]1[O:34][CH2:35][CH2:36][CH2:37]1.[CH3:29][S:30][CH3:31].[F:1][C:2]([c:3]1[cH:4][cH:5][c:6]([S:9](=[O:10])(=[O:11])[O:12][c:13]2[c:14]([CH:19]3[CH:20]([C:22](=[O:23])[O:24][CH2:25][CH3:26])[CH2:21]3)[cH:15][cH:16][cH:17][cH:18]2)[cH:7][cH:8]1)([F:27])[F:28]>>[F:1][C:2]([c:3]1[cH:4][cH:5][c:6]([S:9](=[O:10])(=[O:11])[O:12][c:13]2[c:14]([CH:19]3[CH:20]([CH2:22][OH:23])[CH2:21]3)[cH:15][cH:16][cH:17][cH:18]2)[cH:7][cH:8]1)([F:27])[F:28]. The reactants are B, C1CCOC1, CSC, CCOC(=O)C1CC1c1ccccc1OS(=O)(=O)c1ccc(C(F)(F)F)cc1. The product is O=S(=O)(Oc1ccccc1C1CC1CO)c1ccc(C(F)(F)F)cc1. Starting materials: C(C)(=O)OCC (Ethyl acetate), NC1=CC=C(C=C1)[C@H]1CN(CCO1)C(=O)OC(C)(C)C ((S)-tert-Butyl 2-(4-aminophenyl)morpholine-4-carboxylate), [N-]=[N+]=[N-].[Na+] (sodium azide), N(=O)[O-].[Na+] (Sodium nitrite). Solvent: C(C)(=O)O (acetic acid). Conditions: temperature 0 celsius, time 5 minute. Yields the product N(=[N+]=[N-])C1=CC=C(C=C1)[C@H]1CN(CCO1)C(=O)OC(C)(C)C ((S)-tert-butyl 2-(4-azidophenyl)morpholine-4-carboxylate). The yield is 49.0%. Reaction SMILES: [NH2:1][C:2]1[CH:7]=[CH:6][C:5]([C@@H:8]2[O:13][CH2:12][CH2:11][N:10]([C:14]([O:16][C:17]([CH3:20])([CH3:19])[CH3:18])=[O:15])[CH2:9]2)=[CH:4][CH:3]=1.N([O-])=O.[Na+].[N-:25]=[N+:26]=[N-].[Na+].C(OCC)(=O)C>C(O)(=O)C>[N:1]([C:2]1[CH:7]=[CH:6][C:5]([C@@H:8]2[O:13][CH2:12][CH2:11][N:10]([C:14]([O:16][C:17]([CH3:20])([CH3:19])[CH3:18])=[O:15])[CH2:9]2)=[CH:4][CH:3]=1)=[N+:25]=[N-:26] |f:1.2,3.4|. Procedure: (S)-tert-Butyl 2-(4-aminophenyl)morpholine-4-carboxylate (150 mg, 0.54 mol) was dissolved in 3 M acetic acid, then cooled to 0° C. Sodium nitrite (93 mg, 1.35 mmol) was added and the yellow solution was stirred at 0° C. for 5 min. Then sodium azide (70 mg, 1.08 mmol) was added to the mixture and stirring was continued for 15 min. Ethyl acetate was added to dissolve the precipitate and stirring was continued for 15 min. The organic layer was separated and the aqueous layer was re-extracted with e... Starting materials: [BH4-], CC(C)(C)OC(=O)N1C(=O)C2CC1CCC2NC(=O)OCc1ccccc1, [Na+], [Na+], C1CCOC1, [OH-], O. Product: CC(C)(C)OC(=O)NC1CCC(NC(=O)OCc2ccccc2)C(CO)C1. As a reaction SMILES: [BH4-:29].[CH2:1]([c:2]1[cH:3][cH:4][cH:5][cH:6][cH:7]1)[O:8][C:9](=[O:10])[NH:11][CH:12]1[CH:13]2[C:14](=[O:27])[N:15]([C:20](=[O:21])[O:22][C:23]([CH3:24])([CH3:25])[CH3:26])[CH:16]([CH2:17][CH2:18]1)[CH2:19]2.[Na+:30].[Na+:32].[O:33]1[CH2:34][CH2:35][CH2:36][CH2:37]1.[OH-:31].[OH2:28]>>[CH2:1]([c:2]1[cH:3][cH:4][cH:5][cH:6][cH:7]1)[O:8][C:9](=[O:10])[NH:11][CH:12]1[CH:13]([CH2:14][OH:27])[CH2:19][CH:16]([NH:15][C:20](=[O:21])[O:22][C:23]([CH3:24])([CH3:25])[CH3:26])[CH2:17][CH2:18]1. Reactants: CCO, CCOC(=O)CCCOC(=O)c1cc(S(N)(=O)=O)c(Cl)cc1NCc1ccco1, [Na+], [OH-]. Yields the product NS(=O)(=O)c1cc(C(=O)OCCCC(=O)O)c(NCc2ccco2)cc1Cl. As a reaction SMILES: [CH3:32][CH2:33][OH:34].[NH2:1][S:2](=[O:3])(=[O:4])[c:5]1[c:6]([Cl:29])[cH:7][c:8]([NH:22][CH2:23][c:24]2[o:25][cH:26][cH:27][cH:28]2)[c:9]([C:10](=[O:11])[O:12][CH2:13][CH2:14][CH2:15][C:16](=[O:17])[O:18][CH2:19][CH3:20])[cH:21]1.[Na+:31].[OH-:30]>>[NH2:1][S:2](=[O:3])(=[O:4])[c:5]1[c:6]([Cl:29])[cH:7][c:8]([NH:22][CH2:23][c:24]2[o:25][cH:26][cH:27][cH:28]2)[c:9]([C:10](=[O:11])[O:12][CH2:13][CH2:14][CH2:15][C:16](=[O:17])[OH:18])[cH:21]1.